This data is from the Open Reaction Database (ORD), a public repository of structured organic reaction records. The task is: describe an organic reaction: reactants, conditions, products, and yield The reactants are C(C)(=O)OCC1=NC2=NC(=CN=C2C(N1)=O)O (2-acetoxymethyl-7-hydroxy-4(3H)-pteridinone), [OH-].[K+] (potassium hydroxide), O (water). The solvent is C(C)O (ethanol). Product: OC1=CN=C2C(NC(=NC2=N1)CO)=O (7-Hydroxy-2-hydroxymethyl-4(3H)-pteridinone). As a reaction SMILES: C([O:4][CH2:5][C:6]1[NH:15][C:14](=[O:16])[C:13]2[C:8](=[N:9][C:10]([OH:17])=[CH:11][N:12]=2)[N:7]=1)(=O)C.[OH-].[K+].O>C(O)C>[OH:17][C:10]1[N:9]=[C:8]2[C:13]([C:14](=[O:16])[NH:15][C:6]([CH2:5][OH:4])=[N:7]2)=[N:12][CH:11]=1 |f:1.2|. Procedure: A mixture of 4.0 g (0.0169 mole) of 2-acetoxymethyl-7-hydroxy-4(3H)-pteridinone, 1.2 g (0.0214 mole) of potassium hydroxide and 5 ml of water in 80 ml of ethanol is refluxed for 4 hours. After cooling, the reaction mixture is filtered. The solid thereby isolated is washed with 30 ml of ethanol and taken up in 160 ml of water. The cloudy solution obtained is clarified by filtration and acidified with acetic acid to pH 3.6. The precipitate formed is isolated by filtration. It is purified by washin... Starting materials: O=c1[nH]nc2c(-c3ccc(Cl)cc3)c(-c3ccc(Cl)cc3)cnn12, [K+], [K+], O=C([O-])[O-], CC1OC1(C)C, CN(C)C=O. The product is CC(n1nc2c(-c3ccc(Cl)cc3)c(-c3ccc(Cl)cc3)cnn2c1=O)C(C)(C)O. RXN SMILES: [Cl:1][c:2]1[cH:3][cH:4][c:5](-[c:8]2[c:9](-[c:18]3[cH:19][cH:20][c:21]([Cl:24])[cH:22][cH:23]3)[c:10]3[n:11]([n:12][cH:13]2)[c:14](=[O:17])[nH:15][n:16]3)[cH:6][cH:7]1.[K+:31].[K+:32].[O-:33][C:34]([O-:35])=[O:36].[O:25]1[C:26]([CH3:27])([CH3:30])[CH:28]1[CH3:29].[O:37]=[CH:38][N:39]([CH3:40])[CH3:41]>>[Cl:1][c:2]1[cH:3][cH:4][c:5](-[c:8]2[c:9](-[c:18]3[cH:19][cH:20][c:21]([Cl:24])[cH:22][cH:23]3)[c:10]3[n:11]([n:12][cH:13]2)[c:14](=[O:17])[n:15]([CH:28]([C:26]([OH:25])([CH3:27])[CH3:30])[CH3:29])[n:16]3)[cH:6][cH:7]1. The reactants are C1=CC(=CC=C1C2=COC=3C=C(C=C(C3C2=O)O)O[C@H]4[C@@H]([C@H]([C@@H]([C@H](O4)CO)O)O)O)O (genistin). Reported procedure: About 49.0 mg of genistin were refluxed in 15 ml 4N HCl for five hours at 105°±5° C. About 22.9 mg of genistein was obtained with about 75% recovery. About 13 mg genistein from the previous step was extracted twice with 50 ml diethyl ether. The extracts were combined, and evaporated to dryness. The solids obtained were crystallized from 2 ml of a solution made from 3 parts ethanol and 2 parts water. About 8.2 mg of the genistein crystal was obtained with 63% recovery and about 99% purity. Solvent: Cl (HCl). The yield is 74.8%. As a reaction SMILES: [CH:1]1[C:6]([C:7]2[C:16](=[O:17])[C:15]3[C:14]([OH:18])=[CH:13][C:12]([O:19][C@@H]4O[C@H](CO)[C@@H](O)[C@H](O)[C@H]4O)=[CH:11][C:10]=3[O:9][CH:8]=2)=[CH:5][CH:4]=[C:3]([OH:31])[CH:2]=1>Cl>[CH:5]1[C:6]([C:7]2[C:16](=[O:17])[C:15]3[C:14]([OH:18])=[CH:13][C:12]([OH:19])=[CH:11][C:10]=3[O:9][CH:8]=2)=[CH:1][CH:2]=[C:3]([OH:31])[CH:4]=1. The product is C1=CC(=CC=C1C2=COC=3C=C(C=C(C3C2=O)O)O)O (genistein). Reactants: ClC1=C(C(=O)OC)C=CC(=C1)O (methyl 2-chloro-4-hydroxybenzoate), C(CC)I (propyl iodide). Yields the product ClC1=C(C(=O)O)C=CC(=C1)OCCC (2-chloro-4-propoxybenzoic acid). Reaction SMILES: [Cl:1][C:2]1[CH:11]=[C:10]([OH:12])[CH:9]=[CH:8][C:3]=1[C:4]([O:6]C)=[O:5].[CH2:13](I)[CH2:14][CH3:15]>>[Cl:1][C:2]1[CH:11]=[C:10]([O:12][CH2:13][CH2:14][CH3:15])[CH:9]=[CH:8][C:3]=1[C:4]([OH:6])=[O:5]. Reported procedure: Using methyl 2-chloro-4-hydroxybenzoate and propyl iodide, 2-chloro-4-propoxybenzoic acid was obtained in the same manner as in Example 277b). Starting materials: C1CNCCN1, CC#N, Cc1c(F)c(F)c(Cl)c2c1c(=O)c(C(=O)O)cn2C1CC1. Yields the product Cc1c(F)c(N2CCNCC2)c(Cl)c2c1c(=O)c(C(=O)O)cn2C1CC1. Reaction SMILES: [CH2:22]1[CH2:23][NH:24][CH2:25][CH2:26][NH:27]1.[CH3:28][C:29]#[N:30].[Cl:1][c:2]1[c:3]([F:21])[c:4]([F:20])[c:5]([CH3:19])[c:6]2[c:7](=[O:18])[c:8]([C:15](=[O:16])[OH:17])[cH:9][n:10]([CH:12]3[CH2:13][CH2:14]3)[c:11]12>>[Cl:1][c:2]1[c:3]([N:24]2[CH2:23][CH2:22][NH:27][CH2:26][CH2:25]2)[c:4]([F:20])[c:5]([CH3:19])[c:6]2[c:7](=[O:18])[c:8]([C:15](=[O:16])[OH:17])[cH:9][n:10]([CH:12]3[CH2:13][CH2:14]3)[c:11]12. The reactants are ClC=1C=CC2=C(C(=C(O2)C2=CC=CC=C2)C(C2=CC=C(C=C2)OC)=O)C1 (5-chloro-3-(4-methoxybenzoyl)-2-phenylbenzofuran), Cl.N1=CC=CC=C1 (pyridine hydrochloride). The product is ClC=1C=CC2=C(C(=C(O2)C2=CC=CC=C2)C(C2=CC=C(C=C2)O)=O)C1 (5-chloro-3-(4-hydroxybenzoyl)-2-phenylbenzofuran). Reaction SMILES: [Cl:1][C:2]1[CH:3]=[CH:4][C:5]2[O:9][C:8]([C:10]3[CH:15]=[CH:14][CH:13]=[CH:12][CH:11]=3)=[C:7]([C:16](=[O:25])[C:17]3[CH:22]=[CH:21][C:20]([O:23]C)=[CH:19][CH:18]=3)[C:6]=2[CH:26]=1.Cl.N1C=CC=CC=1>>[Cl:1][C:2]1[CH:3]=[CH:4][C:5]2[O:9][C:8]([C:10]3[CH:11]=[CH:12][CH:13]=[CH:14][CH:15]=3)=[C:7]([C:16](=[O:25])[C:17]3[CH:22]=[CH:21][C:20]([OH:23])=[CH:19][CH:18]=3)[C:6]=2[CH:26]=1 |f:1.2|. Procedure details: Demethylation of 5-chloro-3-(4-methoxybenzoyl)-2-phenylbenzofuran with pyridine hydrochloride as described above gives 5-chloro-3-(4-hydroxybenzoyl)-2-phenylbenzofuran.